This data is from the Open Reaction Database (ORD), a public repository of structured organic reaction records. The task is: describe an organic reaction: reactants, conditions, products, and yield Reactants: C(Cl)(Cl)Cl (chloroform), BrC=1C=CC2=C(C(C3=C(OC2)C=C2C(=C3)OCO2)=O)C1 (9-bromo-6,11-dihydro-2,3-methylenedioxy-11-oxodibenz[b,e]oxepin), CN(C=O)C (dimethylformamide), 5.23, cuprous cyanide, [C-]#N.[Na+] (sodium cyanide). Solvent: O (water). The product is C1OC2=CC3=C(OCC4=C(C3=O)C=C(C=C4)C#N)C=C2O1 (6,11-Dihydro-2,3-methylenedioxy-11-oxodibenz[b,e]oxepin-9-carbonitrile). RXN SMILES: Br[C:2]1[CH:3]=[CH:4][C:5]2[CH2:11][O:10][C:9]3[CH:12]=[C:13]4[O:18][CH2:17][O:16][C:14]4=[CH:15][C:8]=3[C:7](=[O:19])[C:6]=2[CH:20]=1.[CH3:21][N:22](C)C=O.C(Cl)(Cl)Cl.[C-]#N.[Na+]>O>[CH2:17]1[O:18][C:13]2[C:14](=[CH:15][C:8]3[C:7](=[O:19])[C:6]4[CH:20]=[C:2]([C:21]#[N:22])[CH:3]=[CH:4][C:5]=4[CH2:11][O:10][C:9]=3[CH:12]=2)[O:16]1 |f:3.4|. Reported procedure: Heat a mixture of 9.26 gm. (0.0278 mole) of 9-bromo-6,11-dihydro-2,3-methylenedioxy-11-oxodibenz[b,e]oxepin, 5.23 (0.0584 mole) of cuprous cyanide and 33 ml. of dimethylformamide under reflux for 9 hours with vigorous stirring. Cool the reaction mixture and shake with a mixture of 45 ml. of chloroform, 32 ml. of saturated sodium cyanide solution and 32 ml. of water until all solids have dissolved. Separate the organic layer, wash with aqueous sodium cyanide solution and water and dry over anhydr... Reactants: FC(C1=CC=C(OC2=CC=C(C=C2)O)C=C1)(F)F (4-(4-trifluoromethylphenoxy)phenol), BrC(CC(=O)O)C(C)Br (3,4-dibromopentanoic acid), C([O-])([O-])=O.[K+].[K+] (potassium carbonate). The solvent is O1CCCC1 (tetrahydrofurane), O1CCCC1 (tetrahydrofuran). Product: FC(C1=CC=C(OC2=CC=C(OC(C=CC(=O)O)C)C=C2)C=C1)(F)F (4-[4-(4-trifluoromethylphenoxy)phenoxy]-2-pentenoic acid). The yield is 74.9%. Reaction SMILES: [F:1][C:2]([F:18])([F:17])[C:3]1[CH:16]=[CH:15][C:6]([O:7][C:8]2[CH:13]=[CH:12][C:11]([OH:14])=[CH:10][CH:9]=2)=[CH:5][CH:4]=1.Br[CH:20]([CH:25](Br)[CH3:26])[CH2:21][C:22]([OH:24])=[O:23].C(=O)([O-])[O-].[K+].[K+]>O1CCCC1>[F:1][C:2]([F:17])([F:18])[C:3]1[CH:16]=[CH:15][C:6]([O:7][C:8]2[CH:9]=[CH:10][C:11]([O:14][CH:25]([CH3:26])[CH:20]=[CH:21][C:22]([OH:24])=[O:23])=[CH:12][CH:13]=2)=[CH:5][CH:4]=1 |f:2.3.4|. Procedure: In a reactor, 30 g of tetrahydrofuran was charged and 12.7 g (0.05 mole) of 4-(4-trifluoromethylphenoxy)phenol, 14.3 g (0.055 mole) of 3,4-dibromopentanoic acid and 16.6 g of potassium carbonate were charged. They were refluxed for 6 hours to react them. After the reaction, tetrahydrofurane was distilled off from the reaction mixture and then 50 ml of chlorobenzene was added to the resulting mixture and then conc. hydrochloric acid was added to the resulting mixture with stirring to be acidic an...